Dataset: the Open Reaction Database (ORD), a public repository of structured organic reaction records. Task: describe an organic reaction: reactants, conditions, products, and yield Product: CCOC(=O)CNC(=O)NNC(=O)c1ccc(Cl)cc1. Starting materials: C1CCOC1, NNC(=O)c1ccc(Cl)cc1, CCOC(=O)CN=C=O. As a reaction SMILES: [CH2:21]1[O:22][CH2:23][CH2:24][CH2:25]1.[Cl:1][c:2]1[cH:3][cH:4][c:5]([C:6](=[O:7])[NH:8][NH2:9])[cH:10][cH:11]1.[N:12](=[C:13]=[O:14])[CH2:15][C:16](=[O:17])[O:18][CH2:19][CH3:20]>>[Cl:1][c:2]1[cH:3][cH:4][c:5]([C:6](=[O:7])[NH:8][NH:9][C:13]([NH:12][CH2:15][C:16](=[O:17])[O:18][CH2:19][CH3:20])=[O:14])[cH:10][cH:11]1. Starting materials: C1(=CC=C(C=C1)C=O)C (p-tolualdehyde), O=O (oxygen), C1(=CC=C(C=C1)C=O)C (p-tolualdehyde), C(C)(=O)O (acetic acid). Reagents/catalysts: CC=1C=CC=CC1C(=O)O.[Co] (toluic acid cobalt), C(C)(=O)[O-].[Co+2].C(C)(=O)[O-] (cobalt acetate), [Co] (cobalt). The product is CC=1C=CC(=CC1)C(=O)O (p-toluic acid), C(C1=CC=C(C(=O)O)C=C1)(=O)O (terephthalic acid). RXN SMILES: [C:1]1([CH3:9])[CH:6]=[CH:5][C:4]([CH:7]=[O:8])=[CH:3][CH:2]=1.[O:10]=O.[C:12]([OH:15])(=[O:14])[CH3:13]>C([O-])(=O)C.[Co+2].C([O-])(=O)C.[Co].CC1C=CC=CC=1C(O)=O.[Co]>[CH3:9][C:1]1[CH:2]=[CH:3][C:4]([C:7]([OH:14])=[O:8])=[CH:5][CH:6]=1.[C:7]([OH:8])(=[O:10])[C:4]1[CH:3]=[CH:2][C:13]([C:12]([OH:15])=[O:14])=[CH:6][CH:5]=1 |f:3.4.5,7.8|. Procedure: Into an autoclave were charged 100 g of glacial acetic acid, 20 g of p-tolualdehyde and 1 g of cobalt acetate (cobalt concentration 0.24% by weight based on the weight of the solution). The reaction was carried out at a temperature of 130° C. and an oxygen pressure of 3 kg/cm2 for 2 hours according to a batch process. The value of toluic acid/cobalt was about 20. As a result, the conversion of p-tolualdehyde was 99%, the yields of p-toluic acid and terephthalic acid were 55.4% by mole and 39.8% ... Reactants: NC1=C(C=C(C(=O)NC2=CC(=C(C=C2)C)C)C=C1)[N+](=O)[O-] (4-amino-N-(3,4-dimethyl-phenyl)-3-nitro-benzamide). Reagents/catalysts: [Pt]=O (platinum oxide). Run in C(C)O (ethanol). Reaction conditions: time 3 hour. The product is NC=1C=C(C(=O)NC2=CC(=C(C=C2)C)C)C=CC1N (3,4-diamino-N-(3,4-dimethylphenyl)-benzamide). RXN SMILES: [NH2:1][C:2]1[CH:18]=[CH:17][C:5]([C:6]([NH:8][C:9]2[CH:14]=[CH:13][C:12]([CH3:15])=[C:11]([CH3:16])[CH:10]=2)=[O:7])=[CH:4][C:3]=1[N+:19]([O-])=O>C(O)C.[Pt]=O>[NH2:19][C:3]1[CH:4]=[C:5]([CH:17]=[CH:18][C:2]=1[NH2:1])[C:6]([NH:8][C:9]1[CH:14]=[CH:13][C:12]([CH3:15])=[C:11]([CH3:16])[CH:10]=1)=[O:7]. Procedure details: A suspension of give 4-amino-N-(3,4-dimethyl-phenyl)-3-nitro-benzamide (560 mg) and platinum oxide (50 mg) in ethanol (50 mL) was hydrogenated at 50 psi for 3 h. The catalyst was filtered through Celite and the filtrate evaporated to give 3,4-diamino-N-(3,4-dimethylphenyl)-benzamide as a brownish foam; MS (m/z) 256 (M+1). Reactants: Cl (hydrochloric acid), [OH-].[Na+] (sodium hydroxide), suspension, C(C1=CC=CC=C1)C1(C(N(C(C(N1)=O)CC(C)C)OCC1=CC=CC=C1)=O)C(=O)OCC ((3RS,6SR)-3-benzyl-1-benzyloxy-3-ethoxycarbonyl-6-isobutylpiperazine-2,5-dione), C(C)(=O)OCC (ethyl acetate). The solvent is C(C)O (ethanol), O (water). Run at time 1.5 hour. Product: C(C1=CC=CC=C1)C1(C(N(C(C(N1)=O)CC(C)C)OCC1=CC=CC=C1)=O)C(=O)O ((3RS,6SR)-3-benzyl-1-benzyloxy-3-carboxy-6-isobutylpiperazine-2,5-dione). Isolated yield 99.9%. RXN SMILES: [OH-].[Na+].[CH2:3]([C:10]1([C:30]([O:32]CC)=[O:31])[NH:15][C:14](=[O:16])[CH:13]([CH2:17][CH:18]([CH3:20])[CH3:19])[N:12]([O:21][CH2:22][C:23]2[CH:28]=[CH:27][CH:26]=[CH:25][CH:24]=2)[C:11]1=[O:29])[C:4]1[CH:9]=[CH:8][CH:7]=[CH:6][CH:5]=1.Cl.C(OCC)(=O)C>C(O)C.O>[CH2:3]([C:10]1([C:30]([OH:32])=[O:31])[NH:15][C:14](=[O:16])[CH:13]([CH2:17][CH:18]([CH3:20])[CH3:19])[N:12]([O:21][CH2:22][C:23]2[CH:28]=[CH:27][CH:26]=[CH:25][CH:24]=2)[C:11]1=[O:29])[C:4]1[CH:9]=[CH:8][CH:7]=[CH:6][CH:5]=1 |f:0.1|. Procedure: 5.3 ml of 1N sodium hydroxide was added to 25 ml of a suspension of 2.32 g of (3RS,6SR)-3-benzyl-1-benzyloxy-3-ethoxycarbonyl-6-isobutylpiperazine-2,5-dione in ethanol. The mixture was stirred at room temperature for 1.5 hours. The reaction mixture was adjusted to pH 3 with 1N hydrochloric acid. Thereto were added 80 ml of ethyl acetate and 80 ml of water to conduct distribution. The organic layer was dried with anhydrous magnesium sulfate and then subjected to vacuum distillation to remove the ...